This data is from the Open Reaction Database (ORD), a public repository of structured organic reaction records. The task is: describe an organic reaction: reactants, conditions, products, and yield Product: COCCc1ccc(Cl)c(C(=O)OC(C)(C)C)c1. Starting materials: C1CCOC1, CC(C)(C)OC(=O)c1cc(CCO)ccc1Cl, [H-], CI, [Na+]. RXN SMILES: [CH2:22]1[O:23][CH2:24][CH2:25][CH2:26]1.[Cl:3][c:4]1[c:5]([C:6](=[O:7])[O:8][C:9]([CH3:10])([CH3:11])[CH3:12])[cH:13][c:14]([CH2:17][CH2:18][OH:19])[cH:15][cH:16]1.[H-:1].[I:20][CH3:21].[Na+:2]>>[Cl:3][c:4]1[c:5]([C:6](=[O:7])[O:8][C:9]([CH3:10])([CH3:11])[CH3:12])[cH:13][c:14]([CH2:17][CH2:18][O:19][CH3:21])[cH:15][cH:16]1. The product is O=Cc1c(N2CCNCC2)n(-c2cccnc2)c2ncccc12. As a reaction SMILES: [C:1]([O:2][C:3](=[O:4])[N:8]1[CH2:9][CH2:10][N:11]([c:14]2[c:15]([CH:29]=[O:30])[c:16]3[c:17]([n:18][cH:19][cH:20][cH:21]3)[n:22]2-[c:23]2[cH:24][n:25][cH:26][cH:27][cH:28]2)[CH2:12][CH2:13]1)([CH3:5])([CH3:6])[CH3:7].[CH3:38][C:39]#[N:40].[Cl:41][CH2:42][Cl:43].[OH:31][C:32]([C:33]([F:34])([F:35])[F:36])=[O:37]>>[NH:8]1[CH2:9][CH2:10][N:11]([c:14]2[c:15]([CH:29]=[O:30])[c:16]3[c:17]([n:18][cH:19][cH:20][cH:21]3)[n:22]2-[c:23]2[cH:24][n:25][cH:26][cH:27][cH:28]2)[CH2:12][CH2:13]1. Reactants: CC(C)(C)OC(=O)N1CCN(c2c(C=O)c3cccnc3n2-c2cccnc2)CC1, CC#N, ClCCl, O=C(O)C(F)(F)F. The reactants are O=P(Cl)(Cl)Cl (POCl3), CN(C)C=O (DMF), N1CCC2CC=CC=C12 (tetrahydroindole), CN(C)C=O (DMF), CN(C)C=O (DMF). Run at time 10 minute. The product is N1C(=CC=2CCCCC12)C=O (4,5,6,7-tetrahydroindole-2-carboxaldehyde). Reaction SMILES: O=P(Cl)(Cl)Cl.[NH:6]1[C:14]2[CH:9]([CH2:10][CH:11]=[CH:12][CH:13]=2)[CH2:8][CH2:7]1.CN([CH:18]=[O:19])C>>[NH:6]1[C:14]2[CH2:13][CH2:12][CH2:11][CH2:10][C:9]=2[CH:8]=[C:7]1[CH:18]=[O:19]. Reported procedure: Anhydrous DMF 20 mL in a 250 mL flask was cooled on ice bath and neat POCl3 4.6 mL (50 mmol) was added dropwise under Ar. After 10 min, a solution of tetrahydroindole 3.83 g (32.14 mmol) in anh DMF 10 mL was gradually added over 10 min (exothermic) followed by additional anh DMF 2×5 mL to wash the flask and the syringe. The cooling bath was replaced with ambient water bath and the reaction was stirred at RT under Ar for 13 hours (overnight). The reaction was quenched by addition of water 20 mL f... Reactants: N#N (N2), CC=1C=C(CN2C(N(C(C2)CCOS(=O)(=O)C2=CC=C(C=C2)C)CC2=CC=C(C=C2)OC)=O)C=CC1C (toluene-4-sulfonic acid 2-[1-(3,4-dimethyl-benzyl)-3-(4-methoxy-benzyl)-2-oxo-imidazolidin-4-yl]-ethyl ester), C(C)OC(C(C)(C)OC1=CC=C(C=C1)O)=O (2-(4-hydroxy-phenoxy)-2-methyl-propionic acid ethyl ester), CS2CO3. Run in CN(C)C=O (DMF). The product is C(C)OC(C(C)(C)OC1=CC=C(C=C1)OCCC1N(C(N(C1)CC1=CC(=C(C=C1)C)C)=O)CC1=CC=C(C=C1)OC)=O (2-(4-{2-[1-(3,4-dimethyl-benzyl)-3-(4-methoxy-benzyl)-2-oxo-imidazolidin-4-yl]-ethoxy}-phenoxy)-2-methyl-propionic acid ethyl ester). Isolated yield 108.9%. As a reaction SMILES: [CH3:1][C:2]1[CH:3]=[C:4]([CH:34]=[CH:35][C:36]=1[CH3:37])[CH2:5][N:6]1[CH2:10][CH:9]([CH2:11][CH2:12]OS(C2C=CC(C)=CC=2)(=O)=O)[N:8]([CH2:24][C:25]2[CH:30]=[CH:29][C:28]([O:31][CH3:32])=[CH:27][CH:26]=2)[C:7]1=[O:33].[CH2:38]([O:40][C:41](=[O:53])[C:42]([O:45][C:46]1[CH:51]=[CH:50][C:49]([OH:52])=[CH:48][CH:47]=1)([CH3:44])[CH3:43])[CH3:39].N#N>CN(C=O)C>[CH2:38]([O:40][C:41](=[O:53])[C:42]([O:45][C:46]1[CH:47]=[CH:48][C:49]([O:52][CH2:12][CH2:11][CH:9]2[CH2:10][N:6]([CH2:5][C:4]3[CH:34]=[CH:35][C:36]([CH3:37])=[C:2]([CH3:1])[CH:3]=3)[C:7](=[O:33])[N:8]2[CH2:24][C:25]2[CH:26]=[CH:27][C:28]([O:31][CH3:32])=[CH:29][CH:30]=2)=[CH:50][CH:51]=1)([CH3:44])[CH3:43])[CH3:39]. Procedure details: A mixture of toluene-4-sulfonic acid 2-[1-(3,4-dimethyl-benzyl)-3-(4-methoxy-benzyl)-2-oxo-imidazolidin-4-yl]-ethyl ester (2.54 g, 4.86 mmol), 2-(4-hydroxy-phenoxy)-2-methyl-propionic acid ethyl ester (0.99 g, 4.01 mmol) and CS2CO3 (1.73 g, 5.31 mmol) in DMF (60 mL) was heated at 55° C. for under N2 for 16 h. The reaction mixture was cooled to room temperature, quenched with aqueous 1 N HCl (25 mL), and worked up extractively with EtOAc and water. The organic layer was dried (MgSO4) and the solv...